This data is from the Open Reaction Database (ORD), a public repository of structured organic reaction records. The task is: describe an organic reaction: reactants, conditions, products, and yield Starting materials: BrCc1ccc(-c2ccccc2-c2nnnn2C(c2ccccc2)(c2ccccc2)c2ccccc2)cc1, CC(C)=O, [I-], [K+]. The product is ICc1ccc(-c2ccccc2-c2nnnn2C(c2ccccc2)(c2ccccc2)c2ccccc2)cc1. RXN SMILES: [Br:1][CH2:2][c:3]1[cH:4][cH:5][c:6](-[c:9]2[c:10](-[c:15]3[n:16][n:17][n:18][n:19]3[C:20]([c:21]3[cH:22][cH:23][cH:24][cH:25][cH:26]3)([c:27]3[cH:28][cH:29][cH:30][cH:31][cH:32]3)[c:33]3[cH:34][cH:35][cH:36][cH:37][cH:38]3)[cH:11][cH:12][cH:13][cH:14]2)[cH:7][cH:8]1.[CH3:41][C:42](=[O:43])[CH3:44].[I-:40].[K+:39]>>[CH2:2]([c:3]1[cH:4][cH:5][c:6](-[c:9]2[c:10](-[c:15]3[n:16][n:17][n:18][n:19]3[C:20]([c:21]3[cH:22][cH:23][cH:24][cH:25][cH:26]3)([c:27]3[cH:28][cH:29][cH:30][cH:31][cH:32]3)[c:33]3[cH:34][cH:35][cH:36][cH:37][cH:38]3)[cH:11][cH:12][cH:13][cH:14]2)[cH:7][cH:8]1)[I:40]. Starting materials: Grignard reagent, N#N (N2), [NH4+].[Cl-] (NH4Cl), BrC1=CC=C(S1)C=1SC(=CC1)Br (5,5′-dibromo-2,2′-bithiophene), Ni(dppp)2Cl2, C(C)OCC (ethyl ether). Run at temperature 20 celsius. Yields the product C(CCCCC)C1=C(SC=C1)C=1SC(=CC1)C=1SC(=CC1)C=1SC=CC1CCCCCC (3,3′″-dihexyl-[2,2′;5′,2″;5″,2′″]quaterthiophene). As a reaction SMILES: Br[C:2]1[S:6][C:5]([C:7]2[S:8][C:9](Br)=[CH:10][CH:11]=2)=[CH:4][CH:3]=1.N#N.[NH4+].[Cl-].C(O[CH2:20][CH3:21])C>>[CH2:20]([C:4]1[CH:3]=[CH:2][S:6][C:5]=1[C:7]1[S:8][C:9]([C:9]2[S:8][C:7]([C:5]3[S:6][CH:2]=[CH:3][C:4]=3[CH2:9][CH2:10][CH2:11][CH2:7][CH2:20][CH3:21])=[CH:11][CH:10]=2)=[CH:10][CH:11]=1)[CH2:21][CH2:2][CH2:3][CH2:4][CH3:5] |f:2.3|. Procedure: The Grignard reagent prepared above, added dropwise to a suspension of 5.0 g (15.4 mmoles) of 5,5′-dibromo-2,2′-bithiophene and 0.084 g (0.154 mmoles) of Ni(dppp)2Cl2 in 50 mL dry ethyl ether. Typically, the Grignard is added from a feeding funnel under an inert gas (e.g., N2). The resulting mixture was heated to reflux for about 20 hours. The resulting mixture is cooled to about room temperature (e.g., to about 20° C.) and combined with about 200 mL of 5% aqueous NH4Cl to which some ice is adde... The reactants are [OH-].[K+] (potassium hydroxide), C=1(C(=CC=CC1)S(=O)(=O)N1CC2=CC=CC=C2CC1(C)C)C (N-toluenesulfonyl-3,3-dimethyl-1,2,3,4-tetrahydroisoquinoline). Run in CO (methanol). Yields the product CC1(N=CC2=CC=CC=C2C1)C (3,3-dimethyl-3,4-dihydroisoquinoline). Isolated yield 86.5%. Reaction SMILES: [OH-].[K+].C1(C)C(S([N:12]2[C:21]([CH3:23])([CH3:22])[CH2:20][C:19]3[C:14](=[CH:15][CH:16]=[CH:17][CH:18]=3)[CH2:13]2)(=O)=O)=CC=CC=1>CO>[CH3:22][C:21]1([CH3:23])[CH2:20][C:19]2[C:14](=[CH:15][CH:16]=[CH:17][CH:18]=2)[CH:13]=[N:12]1 |f:0.1|. Procedure: To a nitrogen-blanketed mixture of potassium hydroxide (KOH, 30 g) and methanol (CH3OH, 60 mL) was added of N-toluenesulfonyl-3,3-dimethyl-1,2,3,4-tetrahydroisoquinoline (4.0 g, 0.013 mol.). The reaction mixture was heated at reflux for 17 hours and the reaction was followed by gas chromatography. The reaction mixture was cooled to ambient temperature, quenched with water (100 mL) and 10% HCl was slowly added until pH=7 was obtained. The aqueous mixture was extracted with methylene chloride (3×1... Starting materials: C(C)OC(C(CCC(NC(CO)C(=O)OCC)=O)NC(=O)OCC1=CC=CC=C1)=O (2-benzyloxycarbonylamino-4-(1-ethoxycarbonyl-2-hydroxy-ethylcarbamoyl)-butyric acid ethyl ester). The reagents and catalysts are [Pd] (palladium on activated carbon). Run in C(C)O (ethanol). Conditions: time 3 hour. The product is C(C)OC(C(CCC(NC(CO)C(=O)OCC)=O)N)=O (2-amino-4-(1-ethoxycarbonyl-2-hydroxy-ethylcarbamoyl)-butyric acid ethyl ester). The yield is 75.1%. RXN SMILES: [CH2:1]([O:3][C:4](=[O:30])[CH:5]([NH:19]C(OCC1C=CC=CC=1)=O)[CH2:6][CH2:7][C:8](=[O:18])[NH:9][CH:10]([C:13]([O:15][CH2:16][CH3:17])=[O:14])[CH2:11][OH:12])[CH3:2]>C(O)C.[Pd]>[CH2:1]([O:3][C:4](=[O:30])[CH:5]([NH2:19])[CH2:6][CH2:7][C:8](=[O:18])[NH:9][CH:10]([C:13]([O:15][CH2:16][CH3:17])=[O:14])[CH2:11][OH:12])[CH3:2]. Reported procedure: A solution of (4) (11.4 g, 26.86 mmol) in ethanol (225 ml) containing 1.2 g 20% palladium on activated carbon (50% wet) was hydrogenated at 30 psi for 3 hrs. The catalyst was removed by filtration and the solution was washed with ethanol. The solvent was removed in a rotary evaporator. The residue was dried in a vacuum oven (50° C.) to produce (5) (5.86 g, 75%). The reactants are BrC=1C=CC(=NC1)CN1C=C2C(C=3C=CC=CC13)=NN(C2=O)C2=C(C=CC=C2)F (5-[(5-bromopyridin-2-yl)methyl]-2-(2-fluorophenyl)-2,5-dihydro-3H-pyrazolo[4,3-c]quinolin-3-one), P(=O)([O-])([O-])[O-].[K+].[K+].[K+] (potassium phosphate), CC=1N=CNC1 (4-methyl-1H-imidazole), CN[C@H]1[C@@H](CCCC1)NC ((±)-trans-N,N′-dimethylcyclohexane-1,2-diamine). Reagents/catalysts: [Cu]I (copper(I) iodide). Solvent: O (water), CS(=O)C (dimethylsulfoxide). Run at time 9 hour. Product: FC1=C(C=CC=C1)N1N=C2C(=CN(C=3C=CC=CC23)CC2=NC=C(C=C2)N2C=NC(=C2)C)C1=O (2-(2-Fluorophenyl)-5-{[5-(4-methyl-1H-imidazol-1-yl)pyridin-2-yl]methyl}-2,5-dihydro-3H-pyrazolo[4,3-c]quinolin-3-one). As a reaction SMILES: Br[C:2]1[CH:3]=[CH:4][C:5]([CH2:8][N:9]2[C:18]3[CH:17]=[CH:16][CH:15]=[CH:14][C:13]=3[C:12]3=[N:19][N:20]([C:23]4[CH:28]=[CH:27][CH:26]=[CH:25][C:24]=4[F:29])[C:21](=[O:22])[C:11]3=[CH:10]2)=[N:6][CH:7]=1.[CH3:30][C:31]1[N:32]=[CH:33][NH:34][CH:35]=1.CN[C@@H]1CCCC[C@H]1NC.P([O-])([O-])([O-])=O.[K+].[K+].[K+]>O.CS(C)=O.[Cu]I>[F:29][C:24]1[CH:25]=[CH:26][CH:27]=[CH:28][C:23]=1[N:20]1[C:21](=[O:22])[C:11]2=[CH:10][N:9]([CH2:8][C:5]3[CH:4]=[CH:3][C:2]([N:34]4[CH:35]=[C:31]([CH3:30])[N:32]=[CH:33]4)=[CH:7][N:6]=3)[C:18]3[CH:17]=[CH:16][CH:15]=[CH:14][C:13]=3[C:12]2=[N:19]1 |f:3.4.5.6|. Procedure details: 5-[(5-Bromopyridin-2-yl)methyl]-2-(2-fluorophenyl)-2,5-dihydro-3H-pyrazolo[4,3-c]quinolin-3-one [(Example 257, Step 1), 0.13 g, 030 mmol], 4-methyl-1H-imidazole (99 mg, 1.2 mmol, 4 equiv), copper(I) iodide (23 mg, 0.12 mmol, 0.4 equiv), (±)-trans-N,N′-dimethylcyclohexane-1,2-diamine (34 mg, 0.24 mmol, 0.8 equiv) and potassium phosphate (0.19 g, 0.90 mmol, 3 equiv) were combined in water (0.2 mL) and dimethylsulfoxide (1 mL). The mixture was sparged under an atmosphere of nitrogen, the vessel was...